Dataset: the Open Reaction Database (ORD), a public repository of structured organic reaction records. Task: describe an organic reaction: reactants, conditions, products, and yield The reactants are P(Br)(Br)Br (phosphorus tribromide), CN(C=O)C (N,N-dimethylformamide), N1C(N)=NC=2N=CNC2C1=O (guanine), O (water), C(O)([O-])=O.[Na+] (sodium hydrogen carbonate). Run at temperature 100 celsius, time 8 hour. The product is CN(C)C=NC1=NC(=C2NC=NC2=N1)Br (2-dimethylaminomethyleneamino-6-bromopurine). Reaction SMILES: P(Br)(Br)[Br:2].[CH3:5][N:6]([CH3:9])[CH:7]=O.[NH:10]1[C:19](=O)[C:18]2[NH:17][CH:16]=[N:15][C:14]=2[N:13]=[C:11]1[NH2:12].O.C(=O)([O-])O.[Na+]>>[CH3:5][N:6]([CH:7]=[N:12][C:11]1[N:13]=[C:14]2[C:18]([NH:17][CH:16]=[N:15]2)=[C:19]([Br:2])[N:10]=1)[CH3:9] |f:4.5|. Procedure details: 203.0 g (0.75 mol) of phosphorus tribromide was added to 263.1 g (3.6 mol) of N,N-dimethylformamide, and 45.3 g (0.3 mol) of guanine (manufactured by Sumika Fine Chemicals Co., Ltd.) was then added followed by stirring at 100° C. for 8 hours. After cooling, the reaction mixture was added to 2000 ml of water containing 315.0 g (3.75 mol) of sodium hydrogen carbonate. The precipitating crystal was collected by filtration and washed with 500 ml of water to yield a crystal of 2-dimethylaminomethylen... Reactants: Cl, CCN1CC(C(=O)OC)C(c2ccc(F)cc2F)C1. Product: Cl, CCN1CC(C(=O)O)C(c2ccc(F)cc2F)C1. RXN SMILES: [ClH:20].[F:1][c:2]1[c:3]([CH:9]2[CH:10]([C:16](=[O:17])[O:18][CH3:19])[CH2:11][N:12]([CH2:14][CH3:15])[CH2:13]2)[cH:4][cH:5][c:6]([F:8])[cH:7]1>>[ClH:20].[F:1][c:2]1[c:3]([CH:9]2[CH:10]([C:16](=[O:17])[OH:18])[CH2:11][N:12]([CH2:14][CH3:15])[CH2:13]2)[cH:4][cH:5][c:6]([F:8])[cH:7]1.